Dataset: the Open Reaction Database (ORD), a public repository of structured organic reaction records. Task: describe an organic reaction: reactants, conditions, products, and yield Reagents/catalysts: CC(C)(C)P([C]1[CH][CH][CH][CH]1)C(C)(C)C.CC(C)(C)P([C]1[CH][CH][CH][CH]1)C(C)(C)C.Cl[Pd]Cl.[Fe] (dichloro[1,1′-bis(di-t-butylphosphino)ferrocene]palladium (II)). The solvent is O1CCOCC1 (dioxane), O (water). The reactants are BrC1=C2C(=CN(C2=CC=C1)C(C)C)C=O (4-bromo-1-(propan-2-yl)-1H-indole-3-carboxaldehyde), C1(CC1)B(O)O (cyclopropylboronic acid), C([O-])([O-])=O.[K+].[K+] (potassium carbonate). The yield is 18.5%. As a reaction SMILES: Br[C:2]1[CH:10]=[CH:9][CH:8]=[C:7]2[C:3]=1[C:4]([CH:14]=[O:15])=[CH:5][N:6]2[CH:11]([CH3:13])[CH3:12].[CH:16]1(B(O)O)[CH2:18][CH2:17]1.C(=O)([O-])[O-].[K+].[K+]>O1CCOCC1.O.CC(P(C(C)(C)C)[C]1[CH][CH][CH][CH]1)(C)C.CC(P(C(C)(C)C)[C]1[CH][CH][CH][CH]1)(C)C.Cl[Pd]Cl.[Fe]>[CH:16]1([C:2]2[CH:10]=[CH:9][CH:8]=[C:7]3[C:3]=2[C:4]([CH:14]=[O:15])=[CH:5][N:6]3[CH:11]([CH3:13])[CH3:12])[CH2:18][CH2:17]1 |f:2.3.4,7.8.9.10,^1:41,42,43,44,45,55,56,57,58,59|. Reported procedure: To a solution of 4-romo-1-(propan-2-yl)-1H-indole-3-carboxaldehyde (120 mg, 0.451 mmol) (from Example 9-1, Step 1) and cyclopropylboronic acid (77 mg, 0.902 mmol) in dioxane (2 mL) and water (0.5 mL) in a 5 mL microwave reaction vial was added potassium carbonate (187 mg, 1.35 mmol) and dichloro[1,1′-bis(di-t-butylphosphino)ferrocene]palladium (II) (29 mg, 0.045 mmol). The reaction was placed under nitrogen, sealed and heated in a microwave reactor at 140° C. for 25 minutes. The solvent was remo... Yields the product C1(CC1)C1=C2C(=CN(C2=CC=C1)C(C)C)C=O (4-(cyclopropyl)-1-(prop-2-yl)-1H-indole-3-carboxaldehyde). Reaction conditions: temperature 140 celsius. The reactants are CCOCC, ClCCl, CC(C)=O, Cc1cc(N(C)C)nc(N)n1, O=C=NS(=O)(=O)c1ccccc1. Yields the product Cc1cc(N(C)C)nc(NC(=O)NS(=O)(=O)c2ccccc2)n1. Reaction SMILES: [CH2:24]([O:25][CH2:26][CH3:27])[CH3:28].[CH2:29]([Cl:30])[Cl:31].[CH3:32][C:33](=[O:34])[CH3:35].[NH2:1][c:2]1[n:3][c:4]([CH3:11])[cH:5][c:6]([N:8]([CH3:9])[CH3:10])[n:7]1.[c:12]1([S:18](=[O:19])(=[O:20])[N:21]=[C:22]=[O:23])[cH:13][cH:14][cH:15][cH:16][cH:17]1>>[NH:1]([c:2]1[n:3][c:4]([CH3:11])[cH:5][c:6]([N:8]([CH3:9])[CH3:10])[n:7]1)[C:22]([NH:21][S:18]([c:12]1[cH:13][cH:14][cH:15][cH:16][cH:17]1)(=[O:19])=[O:20])=[O:23]. Reactants: CSC1C(=O)Nc2c(Oc3ccccc3Cl)cccc21, C1COCCO1. Yields the product O=C1Cc2cccc(Oc3ccccc3Cl)c2N1. Reaction SMILES: [O:1]=[C:2]1[NH:3][c:4]2[c:5]([O:13][c:14]3[c:15]([Cl:20])[cH:16][cH:17][cH:18][cH:19]3)[cH:6][cH:7][cH:8][c:9]2[CH:10]1[S:11][CH3:12].[O:21]1[CH2:22][CH2:23][O:24][CH2:25][CH2:26]1>>[O:1]=[C:2]1[NH:3][c:4]2[c:5]([O:13][c:14]3[c:15]([Cl:20])[cH:16][cH:17][cH:18][cH:19]3)[cH:6][cH:7][cH:8][c:9]2[CH2:10]1. The reactants are COC(=O)c1ccccc1CBr, O=C([O-])[O-], CCN(Cc1ccccc1F)C(=O)CCc1ccc(O)cc1, CC#N, [K+], [K+]. Yields the product CCN(Cc1ccccc1F)C(=O)CCc1ccc(OCc2ccccc2C(=O)OC)cc1. As a reaction SMILES: [Br:23][CH2:24][c:25]1[c:26]([C:27](=[O:28])[O:29][CH3:30])[cH:31][cH:32][cH:33][cH:34]1.[C:35](=[O:36])([O-:37])[O-:38].[CH2:1]([CH3:2])[N:3]([C:4]([CH2:5][CH2:6][c:7]1[cH:8][cH:9][c:10]([OH:13])[cH:11][cH:12]1)=[O:14])[CH2:15][c:16]1[c:17]([F:22])[cH:18][cH:19][cH:20][cH:21]1.[CH3:41][C:42]#[N:43].[K+:39].[K+:40]>>[CH2:1]([CH3:2])[N:3]([C:4]([CH2:5][CH2:6][c:7]1[cH:8][cH:9][c:10]([O:13][CH2:24][c:25]2[c:26]([C:27](=[O:28])[O:29][CH3:30])[cH:31][cH:32][cH:33][cH:34]2)[cH:11][cH:12]1)=[O:14])[CH2:15][c:16]1[c:17]([F:22])[cH:18][cH:19][cH:20][cH:21]1. Reactants: FC=1C=C(C=CC1I)N1C(O[C@H](C1)C(=O)OC)=O ((−)-methyl (5R)-3-[3-fluoro-4-iodophenyl]-2-oxo-5-oxazolidinecarboxylate), [OH-].[NH4+] (ammonium hydroxide). The solvent is C(C)#N (acetonitrile). Reaction conditions: time 1 hour. Yields the product FC=1C=C(C=CC1I)N1C(O[C@H](C1)C(=O)N)=O ((5R)-(−)-3-[3-fluoro-4-iodophenyl]-2-oxo-5-oxazolidinecarboxamide). RXN SMILES: [F:1][C:2]1[CH:3]=[C:4]([N:9]2[CH2:13][C@H:12]([C:14](OC)=[O:15])[O:11][C:10]2=[O:18])[CH:5]=[CH:6][C:7]=1[I:8].[OH-].[NH4+:20]>C(#N)C>[F:1][C:2]1[CH:3]=[C:4]([N:9]2[CH2:13][C@H:12]([C:14]([NH2:20])=[O:15])[O:11][C:10]2=[O:18])[CH:5]=[CH:6][C:7]=1[I:8] |f:1.2|. Procedure details: A solution of (−)-methyl (5R)-3-[3-fluoro-4-iodophenyl]-2-oxo-5-oxazolidinecarboxylate (Step 2, 6.23 g, 17.1 mmol) in acetonitrile (85 mL) is treated with concentrated ammonium hydroxide (85 mL), and the resulting mixture is stirred at ambient temperature for 1 h. The mixture is then diluted with saline (100 mL) and extracted with methylene chloride (3×100 mL), and the combined organic phase is washed with saline (100 mL), dried over anhydrous sodium sulfate and concentrated under reduced pressu... Reactants: O=C([O-])[O-], CCOc1cc(N)ccc1OC, COC(=O)c1cccc(I)c1C(=O)OC, Cc1ccccc1, ClCCl, [Cs+], [Cs+], O=C(C=Cc1ccccc1)C=Cc1ccccc1, O=C(C=Cc1ccccc1)C=Cc1ccccc1, O=C(C=Cc1ccccc1)C=Cc1ccccc1, [Pd], [Pd]. Product: CCOc1cc(Nc2cccc(C(=O)OC)c2C(=O)OC)ccc1OC. Reaction SMILES: [C:28](=[O:29])([O-:30])[O-:31].[CH2:16]([CH3:17])[O:18][c:19]1[cH:20][c:21]([NH2:22])[cH:23][cH:24][c:25]1[O:26][CH3:27].[CH3:1][O:2][C:3]([c:4]1[c:5]([C:6](=[O:7])[O:8][CH3:9])[c:10]([I:14])[cH:11][cH:12][cH:13]1)=[O:15].[CH3:34][c:35]1[cH:36][cH:37][cH:38][cH:39][cH:40]1.[Cl:41][CH2:42][Cl:43].[Cs+:32].[Cs+:33].[O:46]=[C:47]([CH:48]=[CH:49][c:50]1[cH:51][cH:52][cH:53][cH:54][cH:55]1)[CH:56]=[CH:57][c:58]1[cH:59][cH:60][cH:61][cH:62][cH:63]1.[O:64]=[C:65]([CH:66]=[CH:67][c:68]1[cH:69][cH:70][cH:71][cH:72][cH:73]1)[CH:74]=[CH:75][c:76]1[cH:77][cH:78][cH:79][cH:80][cH:81]1.[O:82]=[C:83]([CH:84]=[CH:85][c:86]1[cH:87][cH:88][cH:89][cH:90][cH:91]1)[CH:92]=[CH:93][c:94]1[cH:95][cH:96][cH:97][cH:98][cH:99]1.[Pd:44].[Pd:45]>>[CH3:1][O:2][C:3]([c:4]1[c:5]([C:6](=[O:7])[O:8][CH3:9])[c:10]([NH:22][c:21]2[cH:20][c:19]([O:18][CH2:16][CH3:17])[c:25]([O:26][CH3:27])[cH:24][cH:23]2)[cH:11][cH:12][cH:13]1)=[O:15]. Reported procedure: A mixture of thioacetic acid (50 g.) and methacrylic acid (40.7 g.) is heated on the steam bath for one hour and then stored at room temperature for 18 hours. After confirming by nmr spectroscopy that complete reaction of the methacrylic acid has been achieved, the reaction mixture is distilled in vacuo and the desired 3-acetylthio-2-methylpropanoic acid is separated in the fraction with boiling point 128.5°-131° (2.6 mmHg.), yield 64 g. Run at time 18 hour. Reactants: C(C)(=S)O (thioacetic acid), C(C(=C)C)(=O)O (methacrylic acid), C(C(=C)C)(=O)O (methacrylic acid). As a reaction SMILES: [C:1]([OH:4])(=[S:3])[CH3:2].[C:5]([OH:10])(=[O:9])[C:6]([CH3:8])=[CH2:7]>>[C:1]([S:3][CH2:7][CH:6]([CH3:8])[C:5]([OH:10])=[O:9])(=[O:4])[CH3:2]. The product is C(C)(=O)SCC(C(=O)O)C (3-Acetylthio-2-Methylpropanoic Acid).